Dataset: the Open Reaction Database (ORD), a public repository of structured organic reaction records. Task: describe an organic reaction: reactants, conditions, products, and yield The reactants are CN(C)C=O, Clc1ccc2sccc2c1, ClCCCl, O=S(=O)=O, O=S(Cl)Cl. The product is O=S(=O)(Cl)c1csc2ccc(Cl)cc12. Reaction SMILES: [CH3:11][N:12]([CH3:13])[CH:14]=[O:15].[Cl:1][c:2]1[cH:3][c:4]2[c:5]([s:6][cH:7][cH:8]2)[cH:9][cH:10]1.[Cl:24][CH2:25][CH2:26][Cl:27].[S:16](=[O:17])(=[O:18])=[O:19].[S:20]([Cl:21])([Cl:22])=[O:23]>>[Cl:1][c:2]1[cH:3][c:4]2[c:5]([s:6][cH:7][c:8]2[S:16](=[O:17])(=[O:19])[Cl:22])[cH:9][cH:10]1. Reactants: Cl (hydrochloric acid), O.[OH-].[Li+] (Lithium hydroxide monohydrate), C1(=CC=CC=C1)/C(/CCC(=O)OC)=N/OCC1=CC=C(C=C1)OCC1=CC(=NO1)C1=CC=CC=C1 (methyl E-4-phenyl-4-[4-(3-phenyl-5-isoxazolylmethoxy)benzyloxyimino]butyrate), O (water). The solvent is O1CCCC1 (tetrahydrofuran). Run at time 2 hour. The product is C1(=CC=CC=C1)/C(/CCC(=O)O)=N/OCC1=CC=C(C=C1)OCC1=CC(=NO1)C1=CC=CC=C1 (E-4-phenyl-4-[4-(3-phenyl-5-isoxazolylmethoxy)benzyloxyimino]butyric acid). Yield: 96.7%. As a reaction SMILES: O.[OH-].[Li+].[C:4]1(/[C:10](=[N:17]/[O:18][CH2:19][C:20]2[CH:25]=[CH:24][C:23]([O:26][CH2:27][C:28]3[O:32][N:31]=[C:30]([C:33]4[CH:38]=[CH:37][CH:36]=[CH:35][CH:34]=4)[CH:29]=3)=[CH:22][CH:21]=2)/[CH2:11][CH2:12][C:13]([O:15]C)=[O:14])[CH:9]=[CH:8][CH:7]=[CH:6][CH:5]=1.O.Cl>O1CCCC1>[C:4]1(/[C:10](=[N:17]/[O:18][CH2:19][C:20]2[CH:25]=[CH:24][C:23]([O:26][CH2:27][C:28]3[O:32][N:31]=[C:30]([C:33]4[CH:34]=[CH:35][CH:36]=[CH:37][CH:38]=4)[CH:29]=3)=[CH:22][CH:21]=2)/[CH2:11][CH2:12][C:13]([OH:15])=[O:14])[CH:9]=[CH:8][CH:7]=[CH:6][CH:5]=1 |f:0.1.2|. Procedure: Lithium hydroxide monohydrate (58.3 mg) was added to a solution of methyl E-4-phenyl-4-[4-(3-phenyl-5-isoxazolylmethoxy)benzyloxyimino]butyrate (326 mg) in tetrahydrofuran (6 ml)-water (4 ml) and stirred at room temperature for 2 hours. 1N hydrochloric acid (1.4 ml) was added to the reaction mixture and extracted with ethyl acetate. The ethyl acetate layer was washed with an aqueous saturated solution of sodium chloride, dried (MgSO4) and concentrated. The residue was recrystallized from ethyl a... Reported procedure: The title compound was prepared from N-[Nα-(9-fluorenylmethoxycarbonyl)-O-tert-butyl-L-seryl]dopamine (610 mg, 1.2 mmol, example 42, step A) as described for example 42 (step B) using 3,4-di-(4-fluorobenzyloxy)benzoic acid (653 mg, 1.8 mmol, step A of this example) instead of caffeic acid. The crude material was purified by flash chromatography using successively 15%, 35% and 50% EtOAc/CH2Cl2 as the eluent. The title compound was obtained as a yellow powder (207 mg, 27%). As a reaction SMILES: C1C2C(CO[C:16]([NH:18][C@H:19]([C:26]([NH:28][CH2:29][CH2:30][C:31]3[CH:38]=[CH:37][C:35]([OH:36])=[C:33]([OH:34])[CH:32]=3)=[O:27])[CH2:20][O:21][C:22]([CH3:25])([CH3:24])[CH3:23])=[O:17])C3C(=CC=CC=3)C=2C=CC=1.[F:39][C:40]1[CH:65]=[CH:64][C:43]([CH2:44][O:45][C:46]2[CH:47]=[C:48]([CH:52]=[CH:53][C:54]=2[O:55][CH2:56][C:57]2[CH:62]=[CH:61][C:60]([F:63])=[CH:59][CH:58]=2)C(O)=O)=[CH:42][CH:41]=1.C(O)(=O)/C=C/C1C=CC(O)=C(O)C=1>>[F:39][C:40]1[CH:41]=[CH:42][C:43]([CH2:44][O:45][C:46]2[CH:47]=[C:48]([CH:52]=[CH:53][C:54]=2[O:55][CH2:56][C:57]2[CH:58]=[CH:59][C:60]([F:63])=[CH:61][CH:62]=2)[C:16]([NH:18][C@H:19]([C:26]([NH:28][CH2:29][CH2:30][C:31]2[CH:38]=[CH:37][C:35]([OH:36])=[C:33]([OH:34])[CH:32]=2)=[O:27])[CH2:20][O:21][C:22]([CH3:23])([CH3:24])[CH3:25])=[O:17])=[CH:64][CH:65]=1. Reactants: C(\C=C\C1=CC(O)=C(O)C=C1)(=O)O (caffeic acid), C1=CC=CC=2C3=CC=CC=C3C(C12)COC(=O)N[C@@H](COC(C)(C)C)C(=O)NCCC1=CC(O)=C(O)C=C1 (N-[Nα-(9-fluorenylmethoxycarbonyl)-O-tert-butyl-L-seryl]dopamine), FC1=CC=C(COC=2C=C(C(=O)O)C=CC2OCC2=CC=C(C=C2)F)C=C1 (3,4-di-(4-fluorobenzyloxy)benzoic acid). Yield: 27.0%. Product: FC1=CC=C(COC=2C=C(C(=O)N[C@@H](COC(C)(C)C)C(=O)NCCC3=CC(O)=C(O)C=C3)C=CC2OCC2=CC=C(C=C2)F)C=C1 (N-[Nα-(3,4-di-(4-Fluorobenzyloxy)benzoyl)-O-tert-butyl-L-seryl]dopamine), powder.